From a dataset of the Open Reaction Database (ORD), a public repository of structured organic reaction records. describe an organic reaction: reactants, conditions, products, and yield The reactants are CC(=O)OCc1cc(OCCNC(=O)OC(C)(C)C)c(OCc2ccccc2)cn1, C, CCO, [Pd]. Product: CC(=O)OCc1cc(OCCNC(=O)OC(C)(C)C)c(O)cn1. Reaction SMILES: [C:1]([CH3:2])(=[O:3])[O:4][CH2:5][c:6]1[n:7][cH:8][c:9]([O:23][CH2:24][c:25]2[cH:26][cH:27][cH:28][cH:29][cH:30]2)[c:10]([O:12][CH2:13][CH2:14][NH:15][C:16](=[O:17])[O:18][C:19]([CH3:20])([CH3:21])[CH3:22])[cH:11]1.[C:34].[CH3:31][CH2:32][OH:33].[Pd:35]>>[C:1]([CH3:2])(=[O:3])[O:4][CH2:5][c:6]1[n:7][cH:8][c:9]([OH:23])[c:10]([O:12][CH2:13][CH2:14][NH:15][C:16](=[O:17])[O:18][C:19]([CH3:20])([CH3:21])[CH3:22])[cH:11]1. Starting materials: BrCC(=O)Br (bromoacetyl bromide), C([O-])(O)=O.[Na+] (sodium bicarbonate), CNCC#C (N-methylpropargylamine). Solvent: C(Cl)Cl (methylene chloride), CCOCC (ether), C(Cl)Cl (methylene chloride), CCOCC (ether). Reaction conditions: temperature 25 celsius. Yields the product CN(C(CBr)=O)CC#C (N-methyl-N-propargyl-α-bromoacetamide). The yield is 85.0%. As a reaction SMILES: [CH3:1][NH:2][CH2:3][C:4]#[CH:5].[Br:6][CH2:7][C:8](Br)=[O:9].C(=O)(O)[O-].[Na+]>C(Cl)Cl.CCOCC>[CH3:1][N:2]([CH2:3][C:4]#[CH:5])[C:8](=[O:9])[CH2:7][Br:6] |f:2.3|. Procedure: A solution of 13.8 g (0.2 mol) of N-methylpropargylamine in 20 ml methylene chloride was added dropwise to a stirred and cooled (below 15°C.) solution of 40.2 g (0.2 mol) bromoacetyl bromide and 16 g (0.2 mol) sodium bicarbonate in 250 ml methylene chloride. The reaction mixture was allowed to warm to about 25°C. and stirred for 2 hours. The reaction mixture was then filtered and evaporated under reduced pressure to give an oily residue. The residue was diluted with 150 ml ether to form a two-ph...